describe an organic reaction: reactants, conditions, products, and yield From a dataset of the Open Reaction Database (ORD), a public repository of structured organic reaction records. Starting materials: OC=1C=C(OC=2C=CC(=C(C2)N(C(OC(C)(C)C)=O)C)[N+](=O)[O-])C=CC1 (t-butyl N-[5-(3-hydroxyphenoxy)-2-nitrophenyl]-N-methylcarbamate), C1(=CC=CC=C1)C.C(C)(=O)OCC (toluene ethyl acetate). Reagents/catalysts: [Pd] (palladium on carbon). Run in CCCCCC.C(C)(=O)OCC (n-hexane ethyl acetate). Yields the product NC1=C(C=C(C=C1)OC1=CC(=CC=C1)O)N(C(OC(C)(C)C)=O)C (t-Butyl N-[2-amino-5-(3-hydroxyphenoxy)phenyl]-N-methylcarbamate). Yield: 83.9%. Reaction SMILES: [OH:1][C:2]1[CH:3]=[C:4]([CH:24]=[CH:25][CH:26]=1)[O:5][C:6]1[CH:7]=[CH:8][C:9]([N+:21]([O-])=O)=[C:10]([N:12]([CH3:20])[C:13](=[O:19])[O:14][C:15]([CH3:18])([CH3:17])[CH3:16])[CH:11]=1.C1(C)C=CC=CC=1.C(OCC)(=O)C>[Pd].CCCCCC.C(OCC)(=O)C>[NH2:21][C:9]1[CH:8]=[CH:7][C:6]([O:5][C:4]2[CH:24]=[CH:25][CH:26]=[C:2]([OH:1])[CH:3]=2)=[CH:11][C:10]=1[N:12]([CH3:20])[C:13](=[O:19])[O:14][C:15]([CH3:16])([CH3:17])[CH3:18] |f:1.2,4.5|. Procedure: In a similar manner to that described in Reference Example 7, a reaction was carried out using t-butyl N-[5-(3-hydroxyphenoxy)-2-nitrophenyl]-N-methylcarbamate (7.8 g), palladium on carbon (10%, 0.9 g) and toluene/ethyl acetate=1/1 (140 ml) and the reaction mixture was purified to give the title compound (6 g). Starting materials: COC(C1=C(C=C(C=C1)C(F)(F)F)I)=O (2-iodo-4-trifluoromethyl-benzoic acid methyl ester), [Br-].CC(C)[Zn+] (2-propyl zinc bromide), [OH-].[Na+] (sodium hydroxide). Product: C(C)(C)C1=C(C(=O)O)C=CC(=C1)C(F)(F)F (2-Isopropyl-4-trifluoromethyl-benzoic acid). As a reaction SMILES: C[O:2][C:3](=[O:15])[C:4]1[CH:9]=[CH:8][C:7]([C:10]([F:13])([F:12])[F:11])=[CH:6][C:5]=1I.[Br-].[CH3:17][CH:18]([Zn+])[CH3:19].[OH-].[Na+]>>[CH:18]([C:5]1[CH:6]=[C:7]([C:10]([F:13])([F:12])[F:11])[CH:8]=[CH:9][C:4]=1[C:3]([OH:2])=[O:15])([CH3:19])[CH3:17] |f:1.2,3.4|. Procedure details: In analogy to the procedure described for the synthesis of example B.10, the title compound was prepared from 2-iodo-4-trifluoromethyl-benzoic acid methyl ester and 2-propyl zinc bromide followed by saponification with sodium hydroxide. MS (m/e): 231.0 (M−H)